This data is from the Open Reaction Database (ORD), a public repository of structured organic reaction records. The task is: describe an organic reaction: reactants, conditions, products, and yield Reactants: C(C(=C)C)(=O)OC (MMA), C=C (ethylene). The product is C=CC (propylene), C(C(=C)C)(=O)OC (MMA). As a reaction SMILES: [C:1]([O:6][CH3:7])(=[O:5])[C:2]([CH3:4])=[CH2:3].C=C>>[CH2:1]=[CH:2][CH3:3].[C:1]([O:6][CH3:7])(=[O:5])[C:2]([CH3:4])=[CH2:3]. Procedure: 0.88 g (terminal Br: 0.05 mmol) of 2-bromoisobutyryl group-modified PE and 8.25 g (5.0 mmol) of EPR macromonomer obtained in (1) above were introduced into a 30-ml Shrenk flask substituted under vacuum with nitrogen, and then subjected 5 times to degassing and substitution with nitrogen by means of a vacuum pump. 7.3 mg (0.05 mmol) of CuBr(I), 5.0 ml of o-xylene, 0.20 ml (0.10 mmol) of 0.5M solution of N,N,N′,N″,N″-pentamethyldiethylenetriamine (PMDETA) in o-xylene, and 0.53 ml (5.0 mmol) of met... Reactants: C1(=CC=CC=C1)C=1C=C(C=NOCCO)C=CC1 (2-(3-phenylbenzylideneaminooxy)ethanol), N(=NC(=O)OCC)C(=O)OCC (diethyl azodicarboxylate), OC1=CC=C(CC2C(N(C(S2)=O)C(C2=CC=CC=C2)(C2=CC=CC=C2)C2=CC=CC=C2)=O)C=C1 (5-(4-hydroxybenzyl)-3-tritylthiazolidine-2,4-dione), C1(=CC=CC=C1)P(C1=CC=CC=C1)C1=CC=CC=C1 (triphenylphosphine). Product: C1(=CC=CC=C1)C=1C=C(C=NOCCOC2=CC=C(CC3C(N(C(S3)=O)C(C3=CC=CC=C3)(C3=CC=CC=C3)C3=CC=CC=C3)=O)C=C2)C=CC1 (5-{4-[2-(3-Phenylbenzylideneaminooxy)ethoxy]benzyl}-3-tritylthiazolidine-2,4-dione). Isolated yield 76.2%. As a reaction SMILES: [C:1]1([C:7]2[CH:8]=[C:9]([CH:16]=[CH:17][CH:18]=2)[CH:10]=[N:11][O:12][CH2:13][CH2:14][OH:15])[CH:6]=[CH:5][CH:4]=[CH:3][CH:2]=1.O[C:20]1[CH:52]=[CH:51][C:23]([CH2:24][CH:25]2[S:29][C:28](=[O:30])[N:27]([C:31]([C:44]3[CH:49]=[CH:48][CH:47]=[CH:46][CH:45]=3)([C:38]3[CH:43]=[CH:42][CH:41]=[CH:40][CH:39]=3)[C:32]3[CH:37]=[CH:36][CH:35]=[CH:34][CH:33]=3)[C:26]2=[O:50])=[CH:22][CH:21]=1.C1(P(C2C=CC=CC=2)C2C=CC=CC=2)C=CC=CC=1.N(C(OCC)=O)=NC(OCC)=O>>[C:1]1([C:7]2[CH:8]=[C:9]([CH:16]=[CH:17][CH:18]=2)[CH:10]=[N:11][O:12][CH2:13][CH2:14][O:15][C:20]2[CH:52]=[CH:51][C:23]([CH2:24][CH:25]3[S:29][C:28](=[O:30])[N:27]([C:31]([C:44]4[CH:49]=[CH:48][CH:47]=[CH:46][CH:45]=4)([C:38]4[CH:39]=[CH:40][CH:41]=[CH:42][CH:43]=4)[C:32]4[CH:37]=[CH:36][CH:35]=[CH:34][CH:33]=4)[C:26]3=[O:50])=[CH:22][CH:21]=2)[CH:2]=[CH:3][CH:4]=[CH:5][CH:6]=1. Procedure details: Following a procedure similar to that described in Example 1(a), but using 483 mg of 2-(3-phenylbenzylideneaminooxy)ethanol (prepared as described in Preparation 8), 716 mg of 5-(4-hydroxybenzyl)-3-tritylthiazolidine-2,4-dione, 525 mg of triphenylphosphine and 348 mg of diethyl azodicarboxylate, 807 mg of the title compound were obtained as a foam-like solid. Reactants: C(C)OC(=O)[C@@]12NC([C@@]3(C[C@H](CN3C([C@H](CCC/C=C/[C@@H]2C1)C(=O)OC(C)(C)C)=O)OC1=CC(=NC2=CC(=CC=C12)OC)C1=CC=CC=C1)N)=O ((1S,4R,6S,12S,16R)-7-trans-12-tert-butoxycarbonyl-amino-16-(7-methoxy-2-phenylquinolin-4-yloxy)-2,13-dioxo-3,14-diazatricyclo-[12.3.0.04,6]heptadec-7-ene-4-carboxylic acid ethyl ester), [Li+].[OH-] (LiOH). Run in C1CCOC1.O.CO (THF H2O MeOH). Yields the product C(C)(C)(C)OC(=O)N[C@H]1CCC/C=C/[C@@H]2C[C@]2(NC([C@@H]2C[C@H](CN2C1=O)OC1=CC(=NC2=CC(=CC=C12)OC)C1=CC=CC=C1)=O)C(=O)O ((1S,4R,6S,12S,16R)-7-trans-12-tert-butoxycar-bonyiamino-16-(7-methoxy-2-phenylquinolin-4-yloxy)-2,13-dioxo-3,14-diazatricyclo[12.3.0.04,6]heptadec-7-ene-4-carboxylic acid). Yield: 202.5%. Reaction SMILES: C([O:3][C:4]([C@@:6]12[CH2:22][C@H:21]1[CH:20]=[CH:19][CH2:18][CH2:17][CH2:16][C@H:15](C(OC(C)(C)C)=O)[C:14](=[O:30])[N:13]1[C@@:9](N)([CH2:10][C@@H:11]([O:31][C:32]3[C:41]4[C:36](=[CH:37][C:38]([O:42][CH3:43])=[CH:39][CH:40]=4)[N:35]=[C:34]([C:44]4[CH:49]=[CH:48][CH:47]=[CH:46][CH:45]=4)[CH:33]=3)[CH2:12]1)[C:8](=[O:51])[NH:7]2)=[O:5])C.[Li+].[OH-:53]>C1COCC1.O.CO>[C:6]([O:53][C:14]([NH:13][C@@H:15]1[C:14](=[O:30])[N:13]2[C@@H:9]([CH2:10][C@@H:11]([O:31][C:32]3[C:41]4[C:36](=[CH:37][C:38]([O:42][CH3:43])=[CH:39][CH:40]=4)[N:35]=[C:34]([C:44]4[CH:49]=[CH:48][CH:47]=[CH:46][CH:45]=4)[CH:33]=3)[CH2:12]2)[C:8](=[O:51])[NH:7][C@@:6]2([C:4]([OH:3])=[O:5])[C@@H:21]([CH2:22]2)[CH:20]=[CH:19][CH2:18][CH2:17][CH2:16]1)=[O:30])([CH3:22])([CH3:21])[CH3:4] |f:1.2,3.4.5|. Procedure details: Following the experimental and purification procedure of Step 1i, (1S,4R,6S,12S,16R)-7-trans-12-tert-butoxycarbonyl-amino-16-(7-methoxy-2-phenylquinolin-4-yloxy)-2,13-dioxo-3,14-diazatricyclo-[12.3.0.04,6]heptadec-7-ene-4-carboxylic acid ethyl ester (185 mg, 0.265 mmol) was reacted with 64 mg (1.6 mmol) of LiOH in 15.5 mL of 9:5:1.5 of THF/H2O/MeOH to afford (1S,4R,6S,12S,16R)-7-trans-12-tert-butoxycar-bonyiamino-16-(7-methoxy-2-phenylquinolin-4-yloxy)-2,13-dioxo-3,14-diazatricyclo[12.3.0.04,6]h... Reactants: CC1=NOC(=N1)C1=C(C=CC=C1)N (2-(3-methyl-1,2,4-oxadiazol-5-yl)benzenamine), C(=O)(Cl)Cl (phosgene). The solvent is ClCCl (dichloromethane), ClCCl (dichloromethane). Conditions: time 4 hour. The product is CC1=NOC(=N1)C1=C(C=CC=C1)NC(=O)Cl ([2-(3-Methyl-1,2,4-oxadiazol-5-yl)phenyl]carbamoyl Chloride). RXN SMILES: [CH3:1][C:2]1[N:6]=[C:5]([C:7]2[CH:12]=[CH:11][CH:10]=[CH:9][C:8]=2[NH2:13])[O:4][N:3]=1.[C:14](Cl)([Cl:16])=[O:15]>ClCCl>[CH3:1][C:2]1[N:6]=[C:5]([C:7]2[CH:12]=[CH:11][CH:10]=[CH:9][C:8]=2[NH:13][C:14]([Cl:16])=[O:15])[O:4][N:3]=1. Procedure: A solution of 2-(3-methyl-1,2,4-oxadiazol-5-yl)benzenamine (1.0 g) in dry dichloromethane (20 ml) was added dropwise to a 0° solution of phosgene (14.1 ml, 20% in toluene) in dry dichloromethane (50 ml) under a nitrogen atmosphere. After addition the reaction mixture was allowed to slowly attain room temperature and stirred for 4 h. Nitrogen, was bubbled through the resulting mixture for 16 h. Dichloromethane was added to the resultant precipitate and the solution was evaporated to give the titl...